Dataset: the Open Reaction Database (ORD), a public repository of structured organic reaction records. Task: describe an organic reaction: reactants, conditions, products, and yield Starting materials: O (H2O), CNC (Dimethylamine), COC=1C=C(C=CC1)S(=O)(=O)Cl (3-methoxybenzenesulfonyl chloride), N1=CC=CC=C1 (pyridine). Solvent: C1CCOC1 (THF). Run at time 48 hour. Yields the product COC=1C=C(C=CC1)S(=O)(=O)N(C)C (3-Methoxy-N,N,-dimethyl-benzenesulfonamide). Yield: 76.0%. As a reaction SMILES: [CH3:1][NH:2][CH3:3].[CH3:4][O:5][C:6]1[CH:7]=[C:8]([S:12](Cl)(=[O:14])=[O:13])[CH:9]=[CH:10][CH:11]=1.N1C=CC=CC=1.O>C1COCC1>[CH3:4][O:5][C:6]1[CH:7]=[C:8]([S:12]([N:2]([CH3:3])[CH3:1])(=[O:14])=[O:13])[CH:9]=[CH:10][CH:11]=1. Procedure: Dimethylamine (40% in H2O, 1 mL) was added to a solution of 3-methoxybenzenesulfonyl chloride (0.50 g, 2.4 mmol) and pyridine (1 mL) in THF (5 mL). The reaction mixture was allowed to stir at rt for 48 h, then was poured into H2O and extracted with EtOAc. The organic extracts were washed with brine, dried (MgSO4), filtered and concentrated to give an oil which was chromatographed (10-80% EtOAc in hexane) to give 0.400 g (76%) of the title compound. MS (ESI) 216 (M+H+). The reactants are Cc1cc(c(C=O)c(c1)OC)OC, CC1=CN=C(C=C1)N, [C-]#[N+]C1CCCCC1. Reagents/catalysts: O=C(O)C(F)(F)F (trifluoroacetic acid). Solvent: CC(C)O (isopropyl alcohol), CC(C)O (isopropylalcohol). Run at temperature 22 celsius, time 20 hour. Product: Cc1cc(c(c(c1)OC)c1c(NC2CCCCC2)n2cc(C)ccc2n1)OC. Isolated yield 100.0%. RXN SMILES: CC1=CC=C(N)N=C1.[C-]#[N+]C1CCCCC1.COC1=CC(C)=CC(OC)=C1C=O>>COC1=CC(C)=CC(OC)=C1C1=C(NC2CCCCC2)N2C=C(C)C=CC2=N1. The reactants are COC(=O)Oc1ccc(C(C)(C)C)cc1Br, [K+], O=[N+]([O-])[O-], O, O=S(=O)(O)O. Yields the product COC(=O)Oc1cc([N+](=O)[O-])c(C(C)(C)C)cc1Br. As a reaction SMILES: [C:1]([O:2][c:3]1[c:4]([Br:13])[cH:5][c:6]([C:9]([CH3:10])([CH3:11])[CH3:12])[cH:7][cH:8]1)([O:14][CH3:15])=[O:16].[K+:26].[N+:22](=[O:23])([O-:24])[O-:25].[OH2:27].[S:17](=[O:18])(=[O:19])([OH:20])[OH:21]>>[C:1]([O:2][c:3]1[c:4]([Br:13])[cH:5][c:6]([C:9]([CH3:10])([CH3:11])[CH3:12])[c:7]([N+:22](=[O:23])[O-:24])[cH:8]1)([O:14][CH3:15])=[O:16].